This data is from the Open Reaction Database (ORD), a public repository of structured organic reaction records. The task is: describe an organic reaction: reactants, conditions, products, and yield Starting materials: C(C=CC1=CC=CC=C1)OC(C(CC=1C=C(C=C(C1)CP(=O)(OCC)OCC)C1=CC=C(C=C1)Cl)NC(=O)OC(C)(C)C)=O ((±)-α-tert.Butyloxycarbonylamino-3-(4'-chloro-5-(diethoxyphosphinyl)methyl-[1.1'-biphenyl]-3-yl) propanoic acid cinnamyl ester), KHCO3. Solvent: FC(C(=O)O)(F)F (trifluoroacetic acid). The product is C(C=CC1=CC=CC=C1)OC(C(CC=1C=C(C=C(C1)CP(=O)(OCC)OCC)C1=CC=C(C=C1)Cl)N)=O ((±)-α-Amino-3-(4'-chloro-5-(diethoxyphosphinyl)methyl-[1.1'-biphenyl]-3-yl)propanoic acid cinnamyl ester). RXN SMILES: [CH2:1]([O:10][C:11](=[O:44])[CH:12]([NH:36]C(OC(C)(C)C)=O)[CH2:13][C:14]1[CH:15]=[C:16]([C:29]2[CH:34]=[CH:33][C:32]([Cl:35])=[CH:31][CH:30]=2)[CH:17]=[C:18]([CH2:20][P:21]([O:26][CH2:27][CH3:28])([O:23][CH2:24][CH3:25])=[O:22])[CH:19]=1)[CH:2]=[CH:3][C:4]1[CH:9]=[CH:8][CH:7]=[CH:6][CH:5]=1>FC(F)(F)C(O)=O>[CH2:1]([O:10][C:11](=[O:44])[CH:12]([NH2:36])[CH2:13][C:14]1[CH:15]=[C:16]([C:29]2[CH:30]=[CH:31][C:32]([Cl:35])=[CH:33][CH:34]=2)[CH:17]=[C:18]([CH2:20][P:21]([O:26][CH2:27][CH3:28])([O:23][CH2:24][CH3:25])=[O:22])[CH:19]=1)[CH:2]=[CH:3][C:4]1[CH:9]=[CH:8][CH:7]=[CH:6][CH:5]=1. Procedure details: 5.5 g of the product of step c) and 50 ml aqueous trifluoroacetic acid (70%) are stirred at room temperature 20 hours. To the mixture are added CH2CL2 and dropwise aqueous KHCO3 solution. The organic phase is dried (Na2SO4) and evaporated. The residue is taken up in diethyl ether, filtered and evaporated to dryness, to give the heading compound as an oil.